describe an organic reaction: reactants, conditions, products, and yield From a dataset of the Open Reaction Database (ORD), a public repository of structured organic reaction records. Starting materials: C(C)(=O)OCC (ethyl acetate), CC(=O)C (acetone), N1CCCC1 (pyrrolidine), CC(=O)C1=C(C=CC(=C1)OCC2=CC=CC=C2)O (2-hydroxy-5-benzyloxyacetophenone), CC(=O)C (acetone), N1CCCC1 (pyrrolidine). Solvent: hexanes, C1(=CC=CC=C1)C (toluene). Reaction conditions: time 4 hour. The product is C(C1=CC=CC=C1)OC=1C=C2C(CC(OC2=CC1)(C)C)=O (6-Benzyloxy-2,2-dimethylchroman-4-one). The yield is 46.8%. Reaction SMILES: [CH3:1][C:2]([C:4]1[CH:9]=[C:8]([O:10][CH2:11][C:12]2[CH:17]=[CH:16][CH:15]=[CH:14][CH:13]=2)[CH:7]=[CH:6][C:5]=1[OH:18])=[O:3].[CH3:19][C:20]([CH3:22])=O.N1CCCC1.C(OCC)(=O)C>C1(C)C=CC=CC=1>[CH2:11]([O:10][C:8]1[CH:9]=[C:4]2[C:5](=[CH:6][CH:7]=1)[O:18][C:20]([CH3:22])([CH3:19])[CH2:1][C:2]2=[O:3])[C:12]1[CH:17]=[CH:16][CH:15]=[CH:14][CH:13]=1. Reported procedure: A mixture of 25.0 g (0.103 mole) 2-hydroxy-5-benzyloxyacetophenone, 8 mL (6.0 g, 0.130 mole) acetone and 4 mL (3.7 g, 0.052 mole) pyrrolidine in 100 mL toluene was stirred at room temperature for 4 hours, then refluxed over a Dean-Stark trap for 3 hours. An additional 8 mL (6.0 g, 0.130 mole) acetone and 4 mL (3.7 g, 0.052 mole) pyrrolidine was added and the mixture refluxed for 18 hours. The mixture was concentrated, poured into water, basified to pH 8 with ammonium hydroxide, then extracted wi... The reactants are ClC1=C(C2=C(OC(O2)(F)F)C=C1Cl)[N+](=O)[O-] (5,6-dichloro-4-nitro-2,2-difluoro-benzo(1.3)dioxole), C([O-])([O-])=O.[K+].[K+] (potassium carbonate), [H][H] (hydrogen). Reagents/catalysts: [C].[Pd] (palladium-carbon). Run in CO (methanol). The product is NC1=CC=CC=2OC(OC21)(F)F (4-Amino-2,2-difluoro-benzo(1.3)dioxole). Reaction SMILES: Cl[C:2]1[C:12](Cl)=[CH:11][C:5]2[O:6][C:7]([F:10])([F:9])[O:8][C:4]=2[C:3]=1[N+:14]([O-])=O.C(=O)([O-])[O-].[K+].[K+].[H][H]>CO.[C].[Pd]>[NH2:14][C:3]1[C:4]2[O:8][C:7]([F:10])([F:9])[O:6][C:5]=2[CH:11]=[CH:12][CH:2]=1 |f:1.2.3,6.7|. Procedure details: 68 g (250 mmol) of 5,6-dichloro-4-nitro-2,2-difluoro-benzo(1.3)dioxole, 69 g (500 mmol) of potassium carbonate and 5 g of palladium-carbon (10% strength) are stirred at 50° C. and a hydrogen pressure of 90 bar in 500 ml of methanol in an autoclave for 20 hours. The reaction mixture is filtered, the filtrate is mixed with 500 ml of water and extracted thoroughly with ether, the extract is dried over sodium sulphate and the ether is removed in a rotary evaporator. By distillation, 35 g (81% of the...